This data is from the Open Reaction Database (ORD), a public repository of structured organic reaction records. The task is: describe an organic reaction: reactants, conditions, products, and yield The reactants are CC1=C(C=CC(=C1)C(=O)O)C1=C(C=CC=C1)C (2,2′-dimethyl-1,1′-biphenyl-4-carboxylic acid), NC(C1=CC(=C(C(=O)OC)C=C1)Cl)=NO (methyl 4-[amino(hydroxyimino)methyl]-2-chlorobenzoate). Product: ClC1=C(C(=O)OC)C=CC(=C1)C1=NOC(=N1)C1=CC(=C(C=C1)C1=C(C=CC=C1)C)C (methyl 2-chloro-4-[5-(2,2′-dimethylbiphenyl-4-yl)-1,2,4-oxadiazol-3-yl]benzoate). RXN SMILES: [CH3:1][C:2]1[CH:7]=[C:6]([C:8]([OH:10])=O)[CH:5]=[CH:4][C:3]=1[C:11]1[CH:16]=[CH:15][CH:14]=[CH:13][C:12]=1[CH3:17].[NH2:18][C:19](=[N:31]O)[C:20]1[CH:29]=[CH:28][C:23]([C:24]([O:26][CH3:27])=[O:25])=[C:22]([Cl:30])[CH:21]=1>>[Cl:30][C:22]1[CH:21]=[C:20]([C:19]2[N:18]=[C:8]([C:6]3[CH:5]=[CH:4][C:3]([C:11]4[CH:16]=[CH:15][CH:14]=[CH:13][C:12]=4[CH3:17])=[C:2]([CH3:1])[CH:7]=3)[O:10][N:31]=2)[CH:29]=[CH:28][C:23]=1[C:24]([O:26][CH3:27])=[O:25]. Procedure details: The title compound was prepared following procedure described for example 4, step 1, but starting from Intermediate 3 (113.14 mg; 0.50 mmol) and Intermediate 34 (114.32 mg; 0.50 mmol). The reaction mixture was filtered through a SPE NH2 column (2 g) and rinsed with ACN. The filtrate was passed through a SPE SCX column (2 g) and rinsed with ACN. After evaporation of the solvents, the crude product was purified by flash chromatography (c-hex/EtOAc: 9.5/0.5), affording the title compound as an off-... Starting materials: COC([C@H](CC1=C(C=C(C=C1C)OCC=1N=C(OC1C)C1=CC=C(C=C1)OC(C)C)C)OCC)=O ((S)-2-ethoxy-3-{4-[2-(4-isopropoxy-phenyl)-5-methyl-oxazol-4-ylmethoxy]-2,6-dimethyl-phenyl}-propionic acid methyl ester), [Li+].[OH-] (LiOH). Yields the product C(C)O[C@H](C(=O)O)CC1=C(C=C(C=C1C)OCC=1N=C(OC1C)C1=CC=C(C=C1)OC(C)C)C ((S)-2-ethoxy-3-{4-[2-(4-isopropoxy-phenyl)-5-methyl-oxazol-4-ylmethoxy]-2,6-dimethyl-phenyl}-propionic acid). RXN SMILES: C[O:2][C:3](=[O:35])[C@@H:4]([O:32][CH2:33][CH3:34])[CH2:5][C:6]1[C:11]([CH3:12])=[CH:10][C:9]([O:13][CH2:14][C:15]2[N:16]=[C:17]([C:21]3[CH:26]=[CH:25][C:24]([O:27][CH:28]([CH3:30])[CH3:29])=[CH:23][CH:22]=3)[O:18][C:19]=2[CH3:20])=[CH:8][C:7]=1[CH3:31].[Li+].[OH-]>>[CH2:33]([O:32][C@@H:4]([CH2:5][C:6]1[C:11]([CH3:12])=[CH:10][C:9]([O:13][CH2:14][C:15]2[N:16]=[C:17]([C:21]3[CH:26]=[CH:25][C:24]([O:27][CH:28]([CH3:30])[CH3:29])=[CH:23][CH:22]=3)[O:18][C:19]=2[CH3:20])=[CH:8][C:7]=1[CH3:31])[C:3]([OH:35])=[O:2])[CH3:34] |f:1.2|. Procedure details: In analogy to the procedure described in example 1 g], (S)-2-ethoxy-3-{4-[2-(4-isopropoxy-phenyl)-5-methyl-oxazol-4-ylmethoxy]-2,6-dimethyl-phenyl}-propionic acid methyl ester was treated with LiOH to obtain (S)-2-ethoxy-3-{4-[2-(4-isopropoxy-phenyl)-5-methyl-oxazol-4-ylmethoxy]-2,6-dimethyl-phenyl}-propionic acid as colorless foam. Starting materials: C(=O)(Cl)Cl (phosgene), CC1=NC(=NC(=C1)C)NC1=C(C=CC(=C1)Cl)Cl (N-(4,6-dimethyl-pyrimidin-2-yl)-2,5-dichloroaniline), C(=O)(Cl)Cl (phosgene). Solvent: C1(=CC=CC=C1)C (toluene). Yields the product ClC(=O)N(C1=C(C=CC(=C1)Cl)Cl)C1=NC(=CC(=N1)C)C (N-chlorocarbonyl-N-(4,6-dimethyl-pyrimidin-2-yl)-2,5-dichloroaniline). Isolated yield 95.1%. RXN SMILES: [CH3:1][C:2]1[CH:7]=[C:6]([CH3:8])[N:5]=[C:4]([NH:9][C:10]2[CH:15]=[C:14]([Cl:16])[CH:13]=[CH:12][C:11]=2[Cl:17])[N:3]=1.[C:18](Cl)([Cl:20])=[O:19]>C1(C)C=CC=CC=1>[Cl:20][C:18]([N:9]([C:4]1[N:3]=[C:2]([CH3:1])[CH:7]=[C:6]([CH3:8])[N:5]=1)[C:10]1[CH:15]=[C:14]([Cl:16])[CH:13]=[CH:12][C:11]=1[Cl:17])=[O:19]. Reported procedure: 5.0 g (0.018 mole) of N-(4,6-dimethyl-pyrimidin-2-yl)-2,5-dichloroaniline are dissolved in 100 ml of toluene and heated to reflux. A gentle stream of phosgene is then introduced for a period of 4 hours. The excess phosgene is blown out with nitrogen, and the toluene solution is washed cold with water, dried with magnesium sulfate and then concentrated by evaporation. 5.8 g (95.1%) of the title compound of formula ##STR20## are isolated in the form of crystals having a melting point of 121°-123° ... Starting materials: CCCCCCC=C (octene-1), C(C)(=O)[O-].[K+] (potassium acetate), manganous acetate tetrahydrate, Mn(OCOCH3)2, solution, C(C)(C)(C)OO (tertiary butyl hydroperoxide). Run in C(C)(=O)O (acetic acid), C(C)(=O)O (acetic acid). Conditions: temperature 115 celsius. Product: C(CCCCC)C1C(=O)OCC1 (hexyl gamma-butyrolactone). The yield is 65.0%. RXN SMILES: [C:1]([O-:4])(=[O:3])[CH3:2].[K+].[C:6](OO)(C)(C)[CH3:7].[CH3:12][CH2:13][CH2:14][CH2:15][CH2:16][CH2:17]C=C>C(O)(=O)C>[CH2:12]([CH:2]1[CH2:7][CH2:6][O:4][C:1]1=[O:3])[CH2:13][CH2:14][CH2:15][CH2:16][CH3:17] |f:0.1|. Procedure details: A stock solution was prepared by heating at 115° C. 500 milliliters of acetic acid, 150 grams of potassium acetate, and 245 grams of manganous acetate tetrahydrate, Mn(OCOCH3)2.4H2O. A 50-milliliter aliquot of the stock solution was added to 2 milliliters of a 0.312 molar solution of tertiary butyl hydroperoxide in acetic acid. The solution also contained 400 microliters of octene-1. After heating, a hexyl gamma-butyrolactone was obtained with a 65% yield based on the tertiary butyl hydroperoxid... Reaction SMILES: [Cl:1][C:2]1[CH:24]=[CH:23][C:22](B2OC(C)(C)C(C)(C)O2)=[CH:21][C:3]=1[C:4]([NH:6][C:7]1[N:11]([C:12]2[CH:17]=[CH:16][CH:15]=[CH:14][CH:13]=2)[N:10]=[C:9]([C:18]([NH2:20])=[O:19])[CH:8]=1)=[O:5].Cl[C:35]1[N:40]=[C:39]([NH2:41])[CH:38]=[CH:37][C:36]=1[F:42].C(=O)([O-])[O-].[K+].[K+]>O1CCOCC1.O.C1C=CC([P]([Pd]([P](C2C=CC=CC=2)(C2C=CC=CC=2)C2C=CC=CC=2)([P](C2C=CC=CC=2)(C2C=CC=CC=2)C2C=CC=CC=2)[P](C2C=CC=CC=2)(C2C=CC=CC=2)C2C=CC=CC=2)(C2C=CC=CC=2)C2C=CC=CC=2)=CC=1>[NH2:41][C:39]1[N:40]=[C:35]([C:22]2[CH:23]=[CH:24][C:2]([Cl:1])=[C:3]([CH:21]=2)[C:4]([NH:6][C:7]2[N:11]([C:12]3[CH:17]=[CH:16][CH:15]=[CH:14][CH:13]=3)[N:10]=[C:9]([C:18]([NH2:20])=[O:19])[CH:8]=2)=[O:5])[C:36]([F:42])=[CH:37][CH:38]=1 |f:2.3.4,^1:59,61,80,99|. Procedure details: A solution of 5-(2-chloro-5-(4,4,5,5-tetramethyl-1,3,2-dioxaborolan-2-yl)benzamido)-1-phenyl-1H-pyrazole-3-carboxamide (Preparation 3, 50 mg, 0.11 mmol), 6-chloro-5-fluoropyridin-2-amine (47 mg, 0.32 mmol), tetrakis(triphenylphosphine)palladium (12 mg, 0.01 mmol) and potassium carbonate (30 mg, 0.21 mmol) in dioxane (1.5 mL) and water (1.5 mL) was heated at 110° C. under microwave irradiation for 1 hour. The reaction was poured into water (25 mL) and extracted with EtOAc (2×25 mL). The organic l... Reagents/catalysts: C=1C=CC(=CC1)[P](C=2C=CC=CC2)(C=3C=CC=CC3)[Pd]([P](C=4C=CC=CC4)(C=5C=CC=CC5)C=6C=CC=CC6)([P](C=7C=CC=CC7)(C=8C=CC=CC8)C=9C=CC=CC9)[P](C=1C=CC=CC1)(C=1C=CC=CC1)C=1C=CC=CC1 (tetrakis(triphenylphosphine)palladium). Product: NC1=CC=C(C(=N1)C=1C=CC(=C(C(=O)NC2=CC(=NN2C2=CC=CC=C2)C(=O)N)C1)Cl)F (5-(5-(6-amino-3-fluoropyridin-2-yl)-2-chlorobenzamido)-1-phenyl-1H-pyrazole-3-carboxamide). The reactants are ClC1=C(C(=O)NC2=CC(=NN2C2=CC=CC=C2)C(=O)N)C=C(C=C1)B1OC(C(O1)(C)C)(C)C (5-(2-chloro-5-(4,4,5,5-tetramethyl-1,3,2-dioxaborolan-2-yl)benzamido)-1-phenyl-1H-pyrazole-3-carboxamide), ClC1=C(C=CC(=N1)N)F (6-chloro-5-fluoropyridin-2-amine), C([O-])([O-])=O.[K+].[K+] (potassium carbonate). The solvent is O1CCOCC1 (dioxane), O (water), O (water). The reactants are CC(C)(C)OC(=O)N1CCC(N2Cc3ccccc3C2=O)CC1, ClCCl, O=C(O)C(F)(F)F. Yields the product O=C(O)C(F)(F)F, O=C1c2ccccc2CN1C1CCNCC1. RXN SMILES: [C:1]([O:2][C:3](=[O:4])[N:8]1[CH2:9][CH2:10][CH:11]([N:14]2[C:15](=[O:23])[c:16]3[cH:17][cH:18][cH:19][cH:20][c:21]3[CH2:22]2)[CH2:12][CH2:13]1)([CH3:5])([CH3:6])[CH3:7].[Cl:31][CH2:32][Cl:33].[F:24][C:25]([C:26](=[O:27])[OH:28])([F:29])[F:30]>>[F:24][C:25]([C:26](=[O:27])[OH:28])([F:29])[F:30].[NH:8]1[CH2:9][CH2:10][CH:11]([N:14]2[C:15](=[O:23])[c:16]3[cH:17][cH:18][cH:19][cH:20][c:21]3[CH2:22]2)[CH2:12][CH2:13]1.